From a dataset of the Open Reaction Database (ORD), a public repository of structured organic reaction records. describe an organic reaction: reactants, conditions, products, and yield Starting materials: ClC=1C=C2C(NC(C2=CC1Cl)=N)=N (5,6-dichloro-1,3-diiminoisoindoline), Cl.C1(=CC=CC=C1)CCCCCNC=1SCC(N1)=N (2-(5-phenylpentylamino)-4-imino-2-thiazoline hydrochloride), Cl.N1(CCCCC1)C=1SCC(N1)=N (2-piperidino-4-imino-2-thiazoline hydrochloride). Product: Cl.N=C1NC(C2=CC(=C(C=C12)Cl)Cl)=C1C(N=C(S1)NCCCCCC1=CC=CC=C1)=N (1-imino-5,6-dichloro-3-[2-(5-phenylpentylamino)-4-imino-2-thiazolin-5-ylidene]isoindoline hydrochloride). RXN SMILES: [Cl:1][C:2]1[CH:3]=[C:4]2[C:8](=[CH:9][C:10]=1[Cl:11])[C:7](=[NH:12])[NH:6][C:5]2=N.Cl.[C:15]1([CH2:21][CH2:22][CH2:23][CH2:24][CH2:25][NH:26][C:27]2[S:28][CH2:29][C:30](=[NH:32])[N:31]=2)[CH:20]=[CH:19][CH:18]=[CH:17][CH:16]=1.Cl.N1(C2SCC(=N)N=2)CCCCC1>>[ClH:1].[NH:12]=[C:7]1[C:8]2[C:4](=[CH:3][C:2]([Cl:1])=[C:10]([Cl:11])[CH:9]=2)[C:5](=[C:29]2[S:28][C:27]([NH:26][CH2:25][CH2:24][CH2:23][CH2:22][CH2:21][C:15]3[CH:20]=[CH:19][CH:18]=[CH:17][CH:16]=3)=[N:31][C:30]2=[NH:32])[NH:6]1 |f:1.2,3.4,5.6|. Procedure details: Following the procedure described in Example 9, part B above but using equivalent amounts of 5,6-dichloro-1,3-diiminoisoindoline and 2-(5-phenylpentylamino)-4-imino-2-thiazoline hydrochloride in place of the 1,3-diiminoisoindoline and 2-piperidino-4-imino-2-thiazoline hydrochloride respectively, there is obtained as the product 1-imino-5,6-dichloro-3-[2-(5-phenylpentylamino)-4-imino-2-thiazolin-5-ylidene]isoindoline hydrochloride. Yields the product [Si](C)(C)(C(C)(C)C)OC=1C=NC2=CC=CC(=C2C1)[N+](=O)[O-] (3-(tert-Butyldimethylsilyloxy)-5-nitroquinoline). Reaction SMILES: [OH:1][C:2]1[CH:3]=[N:4][C:5]2[C:10]([CH:11]=1)=[C:9]([N+:12]([O-:14])=[O:13])[CH:8]=[CH:7][CH:6]=2.[Si:15](Cl)([C:18]([CH3:21])([CH3:20])[CH3:19])([CH3:17])[CH3:16].N1C=CN=C1.O>CN(C=O)C>[Si:15]([O:1][C:2]1[CH:3]=[N:4][C:5]2[C:10]([CH:11]=1)=[C:9]([N+:12]([O-:14])=[O:13])[CH:8]=[CH:7][CH:6]=2)([C:18]([CH3:21])([CH3:20])[CH3:19])([CH3:17])[CH3:16]. Reactants: OC=1C=NC2=CC=CC(=C2C1)[N+](=O)[O-] (3-Hydroxy-5-nitroquinoline), O (H2O), [Si](C)(C)(C(C)(C)C)Cl (tert-butyldimethylsilyl chloride), N1C=NC=C1 (imidazole). Reported procedure: 3-Hydroxy-5-nitroquinoline, as described above in Step D, (2.86 g, 15.04 mmol), tert-butyldimethylsilyl chloride (2.95 g, 19.55 mmol) and imidazole (3.07 g, 45.12 mmol) were dissolved in DMF (20 mL) and stirred for 2 hours. The reaction mixture was poured into H2O and extracted with Et2O (2×). The combined organic extracts were dried over Na2SO4, filtered and concentrated in vacuo, to yield the above-titled compound. Conditions: time 2 hour. Run in CN(C)C=O (DMF). Starting materials: ClC[C@H](COC1=CC=C(C=C1)C(C)(C)C1=CC=C(OC[C@@H](CO)O)C=C1)O ((R)-3-(4-(2-(4-((S)-3-chloro-2-hydroxypropoxy)phenyl)propan-2-yl)phenoxy)propane-1,2-diol), C1(CCC(=O)O1)=O (succinic anhydride). The solvent is N1=CC=CC=C1 (pyridine). Conditions: temperature 70 celsius, time 3 hour. The product is C(CCC(=O)O)(=O)O.C(CCC(=O)O)(=O)O.C(CCC(=O)O)(=O)O.ClC[C@H](COC1=CC=C(C=C1)C(C)(C)C1=CC=C(OC[C@H](CO)O)C=C1)O ((S)-3-(4-(2-(4-((S)-3-chloro-2-hydroxypropoxy)phenyl)propan-2-yl)phenoxy)propane-1,2-diol trisuccinate). As a reaction SMILES: [Cl:1][CH2:2][C@@H:3]([OH:27])[CH2:4][O:5][C:6]1[CH:11]=[CH:10][C:9]([C:12]([C:15]2[CH:26]=[CH:25][C:18]([O:19][CH2:20][C@H:21]([OH:24])[CH2:22][OH:23])=[CH:17][CH:16]=2)([CH3:14])[CH3:13])=[CH:8][CH:7]=1.[C:28]1(=[O:34])[O:33][C:31](=[O:32])[CH2:30][CH2:29]1>N1C=CC=CC=1>[C:28]([OH:33])(=[O:34])[CH2:29][CH2:30][C:31]([OH:5])=[O:32].[C:28]([OH:33])(=[O:34])[CH2:29][CH2:30][C:31]([OH:5])=[O:32].[C:28]([OH:33])(=[O:34])[CH2:29][CH2:30][C:31]([OH:5])=[O:32].[Cl:1][CH2:2][C@@H:3]([OH:27])[CH2:4][O:5][C:6]1[CH:7]=[CH:8][C:9]([C:12]([C:15]2[CH:16]=[CH:17][C:18]([O:19][CH2:20][C@@H:21]([OH:24])[CH2:22][OH:23])=[CH:25][CH:26]=2)([CH3:14])[CH3:13])=[CH:10][CH:11]=1 |f:3.4.5.6|. Procedure: To a solution of (R)-3-(4-(2-(4-((S)-3-chloro-2-hydroxypropoxy)phenyl)propan-2-yl)phenoxy)propane-1,2-diol (700 mg, 1.77 mmol) in anhydrous pyridine (6.0 ml) were added succinic anhydride (710 mg, 7.10 mmol) and the mixture was heated at 70° C. After 3 h, the reaction mixture was quenched with an aqueous solution of sodium chloride and stirred for 15 min, and the resulting mixture was extracted twice with ethyl acetate. The organic phases were combined, dried over anhydrous magnesium sulfate, an... Starting materials: C[Si](CCOCCl)(C)C (2-(trimethylsilyl)ethoxymethyl chloride), CC1=CC(NC(N1)=O)=O (6-methylpyrimidine-2,4-dione), N1C(NC(C=C1)=O)=O (pyrimidine-2,4-dione). Yields the product C(C1=CC=CC=C1)OCCl (benzyloxymethyl chloride), title compound. Yield: 56.0%. As a reaction SMILES: [CH3:1][C:2]1NC(=O)N[C:4](=[O:9])[CH:3]=1.N1[CH:15]=[CH:14][C:13](=O)NC1=O.C[Si](C)(C)CCO[CH2:23][Cl:24]>>[CH2:4]([O:9][CH2:23][Cl:24])[C:3]1[CH:2]=[CH:1][CH:15]=[CH:14][CH:13]=1. Procedure details: In a similar manner to the procedures described in Reference Example 3, reactions were carried out using 6-methylpyrimidine-2,4-dione, instead of pyrimidine-2,4-dione, and using 2-(trimethylsilyl)ethoxymethyl chloride, instead of benzyloxymethyl chloride, to give the title compound (yield 56%) as a white powder. Starting materials: COC(=O)C(CC1CCCC1)c1ccc(S(=O)(=O)C(F)(F)F)cc1, [Li+], C1CCOC1, [OH-]. Product: O=C(O)C(CC1CCCC1)c1ccc(S(=O)(=O)C(F)(F)F)cc1. Reaction SMILES: [CH3:1][O:2][C:3]([CH:4]([CH2:5][CH:6]1[CH2:7][CH2:8][CH2:9][CH2:10]1)[c:11]1[cH:12][cH:13][c:14]([S:17](=[O:18])(=[O:19])[C:20]([F:21])([F:22])[F:23])[cH:15][cH:16]1)=[O:24].[Li+:25].[O:27]1[CH2:28][CH2:29][CH2:30][CH2:31]1.[OH-:26]>>[O:2]=[C:3]([CH:4]([CH2:5][CH:6]1[CH2:7][CH2:8][CH2:9][CH2:10]1)[c:11]1[cH:12][cH:13][c:14]([S:17](=[O:18])(=[O:19])[C:20]([F:21])([F:22])[F:23])[cH:15][cH:16]1)[OH:24]. Starting materials: [H-].[H-].[H-].[H-].[Li+].[Al+3] (LiAlH4), resultant mixture, compound, S(=O)(Cl)Cl (thionyl chloride), CC=1C=C(C=CC1C)CCC(=O)N (3-(3,4-dimethylphenyl)propionamide), [OH-].[Na+] (NaOH). The solvent is O1CCCC1 (tetrahydrofuran), O1CCCC1 (tetrahydrofuran), O (water). Product: CC=1C=C(C=CC1C)CCCN (3-(3,4-dimethylphenyl)propylamine). The yield is 79.0%. As a reaction SMILES: S(Cl)(Cl)=O.[CH3:5][C:6]1[CH:7]=[C:8]([CH2:13][CH2:14][C:15]([NH2:17])=O)[CH:9]=[CH:10][C:11]=1[CH3:12].[H-].[H-].[H-].[H-].[Li+].[Al+3].[OH-].[Na+]>O1CCCC1.O>[CH3:5][C:6]1[CH:7]=[C:8]([CH2:13][CH2:14][CH2:15][NH2:17])[CH:9]=[CH:10][C:11]=1[CH3:12] |f:2.3.4.5.6.7,8.9|. Procedure: A mixture of 18.5 g of the compound obtained in step 1 and 50 ml of thionyl chloride was refluxed for 2 hours, concentrated under a reduced pressure and the residue was dissolved in 100 ml of ethyl ether. The resulting solution was added to a mixture of 200 ml of ethyl ether, 150 ml of water and 50 ml of 30% aqueous ammonia solution with stirring. The organic layer was discarded and the remaining aqueous layer was extracted twice with 150 ml of dichloromethane. The organic solvent was distilled ... Starting materials: [H-].[Na+] (sodium hydride), O (water), CC=1OC(=C(N1)CCO)C (2-(2,5-Dimethyl-4-oxazolyl)ethanol), FC1=CC=C(C=C1)[N+](=O)[O-] (4-fluoronitrobenzene). Solvent: oil, CN(C=O)C (N,N-dimethylformamide). Conditions: time 1 hour. The product is CC=1OC(=C(N1)CCOC1=CC=C(C=C1)[N+](=O)[O-])C (4-[2-(2,5-dimethyl-4-oxazolyl)ethoxy]nitrobenzene). Isolated yield 87.1%. Reaction SMILES: [CH3:1][C:2]1[O:3][C:4]([CH3:10])=[C:5]([CH2:7][CH2:8][OH:9])[N:6]=1.F[C:12]1[CH:17]=[CH:16][C:15]([N+:18]([O-:20])=[O:19])=[CH:14][CH:13]=1.[H-].[Na+].O>CN(C)C=O>[CH3:1][C:2]1[O:3][C:4]([CH3:10])=[C:5]([CH2:7][CH2:8][O:9][C:12]2[CH:17]=[CH:16][C:15]([N+:18]([O-:20])=[O:19])=[CH:14][CH:13]=2)[N:6]=1 |f:2.3|. Procedure details: 2-(2,5-Dimethyl-4-oxazolyl)ethanol (17.0 g) and 4-fluoronitrobenzene (17.0 g) were dissolved in N,N-dimethylformamide (150 ml), and 60% sodium hydride in oil (6.0 g) was added dropwise to the solution under vigorous stirring. After stirring at room temperature for 1 hour, the reaction mixture was poured into water (1 l) and the crystals which separated out were collected by filtration and recrystallized from ethyl acetate-hexane to give 4-[2-(2,5-dimethyl-4-oxazolyl)ethoxy]nitrobenzene (27.5 g. ...